Dataset: the Open Reaction Database (ORD), a public repository of structured organic reaction records. Task: describe an organic reaction: reactants, conditions, products, and yield The reactants are BrCC1=C(C=CC=C1)CC(=O)O (o-bromomethylphenylacetic acid), S(=O)(Cl)Cl (thionyl chloride), S(=O)(Cl)Cl (thionyl chloride). Product: BrCC1=C(C=CC=C1)CC(=O)Cl (o-bromomethylphenylacetyl chloride). As a reaction SMILES: [Br:1][CH2:2][C:3]1[CH:8]=[CH:7][CH:6]=[CH:5][C:4]=1[CH2:9][C:10]([OH:12])=O.S(Cl)([Cl:15])=O>>[Br:1][CH2:2][C:3]1[CH:8]=[CH:7][CH:6]=[CH:5][C:4]=1[CH2:9][C:10]([Cl:15])=[O:12]. Procedure details: A solution of 0.18 g of o-bromomethylphenylacetic acid in excess thionyl chloride is stirred at room temperature for 18 hours after which the unreacted thionyl chloride is removed under high vacuum to give o-bromomethylphenylacetyl chloride as an oily residue.